describe an organic reaction: reactants, conditions, products, and yield From a dataset of the Open Reaction Database (ORD), a public repository of structured organic reaction records. Reactants: CCI, CC(=O)c1cc2c(cc1O)OC(C)(C)C=C2c1ccccc1. Product: CCOc1cc2c(cc1C(C)=O)C(c1ccccc1)=CC(C)(C)O2. Reaction SMILES: [I:23][CH2:24][CH3:25].[OH:1][c:2]1[c:3]([C:20]([CH3:21])=[O:22])[cH:4][c:5]2[c:10]([cH:11]1)[O:9][C:8]([CH3:12])([CH3:13])[CH:7]=[C:6]2[c:14]1[cH:15][cH:16][cH:17][cH:18][cH:19]1>>[O:1]([c:2]1[c:3]([C:20]([CH3:21])=[O:22])[cH:4][c:5]2[c:10]([cH:11]1)[O:9][C:8]([CH3:12])([CH3:13])[CH:7]=[C:6]2[c:14]1[cH:15][cH:16][cH:17][cH:18][cH:19]1)[CH2:24][CH3:25]. The reactants are C(O)([O-])=O.[Na+] (sodium hydrogen carbonate), C(CCC1=CC=CC=C1)=O (hydrocinnamaldehyde), B(F)(F)F.CCOCC (boron trifluoride diethyl etherate), C(C1=CC=CC=C1)N1C(OC(=C1)O[C@@H]1[C@@H](CC[C@H](C1)C)C(C)(C1=CC=CC=C1)C)=O (3-benzyl-5-((1S,2S,5R)-5-methyl-2-(1-methyl-1-phenylethyl)cyclohexyloxy)-2(3H)-oxazolone). Solvent: C(Cl)Cl (methylene chloride). Reaction conditions: temperature -78 celsius. The product is C(C1=CC=CC=C1)N1C(OC(C1C(=O)O[C@@H]1[C@@H](CC[C@H](C1)C)C(C)(C1=CC=CC=C1)C)CCC1=CC=CC=C1)=O (3-benzyl-4-((1S,2S,5R)-5-methyl-2-(1-methyl-1-phenylethyl)cyclohexyloxy)carbonyl-5-(2-phenylethyl)-2-oxazolidinone). Yield: 98.0%. RXN SMILES: [CH2:1]([N:8]1[CH:12]=[C:11]([O:13][C@H:14]2[CH2:19][C@H:18]([CH3:20])[CH2:17][CH2:16][C@H:15]2[C:21]([CH3:29])([C:23]2[CH:28]=[CH:27][CH:26]=[CH:25][CH:24]=2)[CH3:22])[O:10][C:9]1=[O:30])[C:2]1[CH:7]=[CH:6][CH:5]=[CH:4][CH:3]=1.[CH:31](=[O:40])[CH2:32][CH2:33][C:34]1[CH:39]=[CH:38][CH:37]=[CH:36][CH:35]=1.B(F)(F)F.CCOCC.C(=O)([O-])O.[Na+]>C(Cl)Cl>[CH2:1]([N:8]1[CH:12]([C:11]([O:13][C@H:14]2[CH2:19][C@H:18]([CH3:20])[CH2:17][CH2:16][C@H:15]2[C:21]([CH3:29])([C:23]2[CH:24]=[CH:25][CH:26]=[CH:27][CH:28]=2)[CH3:22])=[O:10])[CH:31]([CH2:32][CH2:33][C:34]2[CH:39]=[CH:38][CH:37]=[CH:36][CH:35]=2)[O:40][C:9]1=[O:30])[C:2]1[CH:7]=[CH:6][CH:5]=[CH:4][CH:3]=1 |f:2.3,4.5|. Reported procedure: Under argon atmosphere, in 3 ml of methylene chloride was dissolved 202.8 mg (0.5 mmol) of 3-benzyl-5-((1S,2S,5R)-5-methyl-2-(1-methyl-1-phenylethyl)cyclohexyloxy)-2(3H)-oxazolone, and after the solution was cooled to −78° C., 67.1 mg (0.5 mmol) of hydrocinnamaldehyde and 63 μl (0.1 mmol) of boron trifluoride diethyl etherate were added to the solution and the mixture was reacted for 1.0 hour. After the temperature of the mixture was raised up to the room temperature, 15 ml of a saturated aqueou... Yields the product ClC=1C=C(C=NC1)N1CC2CNCC2C1 (3-(5-Chloro-3-pyridyl)-3,7-diazabicyclo[3.3.0]octane). Reported procedure: 3,5-Dichloropyridine (1 eq.), 3.7-Diazabicyclo[3.3.0]octane (1 eq.) and palladacycle (0.2%) [Herrmann W A, Brossmer C, Öfele K, Reisinger, C-P, Priermeier, T, Beller M, and Fischer, H; Angew. Chem. Int. Ed. Enql. 1995 34 1844] is stirred at 160° C. for 24 hours. Workup-procedure A/B. RXN SMILES: Cl[C:2]1[CH:3]=[N:4][CH:5]=[C:6]([Cl:8])[CH:7]=1.[CH:9]12[CH2:16][NH:15][CH2:14][CH:13]1[CH2:12][NH:11][CH2:10]2>>[Cl:8][C:6]1[CH:7]=[C:2]([N:11]2[CH2:12][CH:13]3[CH:9]([CH2:16][NH:15][CH2:14]3)[CH2:10]2)[CH:3]=[N:4][CH:5]=1. Reactants: ClC=1C=NC=C(C1)Cl (3,5-Dichloropyridine), C12CNCC2CNC1 (3.7-Diazabicyclo[3.3.0]octane), palladacycle. Run at temperature 90 celsius, time 3 hour. As a reaction SMILES: [Cl:1][CH2:2][C:3](Cl)=[O:4].[Cl:6][C:7]1[C:8](C2C=CC(O)=C(N)C=2)=[N:9][CH:10]=[C:11]([C:13]([F:16])([F:15])[F:14])[CH:12]=1.[C:25](=[O:28])([O-])[O-].[K+].[K+].O>CN(C)C=O>[Cl:6][C:7]1([C:12]2[CH:11]=[CH:10][C:25]([OH:28])=[C:8]([NH:9][C:3](=[O:4])[CH2:2][Cl:1])[CH:7]=2)[CH:12]=[C:11]([C:13]([F:14])([F:15])[F:16])[CH:10]=[N:9][CH2:8]1 |f:2.3.4|. Reported procedure: 3.8 g (33.3 mmol) of chloroacetyl chloride were added dropwise at 0° C. to a mixture of 7.4 g (25.6 mmol) of 3-chloro-2-(3-amino-4-hydroxyphenyl)-5-trifluoromethylpyridine and 2.1 g (15.4 mmol) of potassium carbonate in 100 ml of anhydrous dimethylformamide. After stirring at 90° C. for three hours, the reaction mixture was allowed to cool and then poured into 500 ml of water. The solid portion was filtered off with suction, washed with water and dried under reduced pressure. Yield: 7.3 g (87%) ... Solvent: CN(C=O)C (dimethylformamide). Starting materials: O (water), ClCC(=O)Cl (chloroacetyl chloride), ClC=1C(=NC=C(C1)C(F)(F)F)C1=CC(=C(C=C1)O)N (3-chloro-2-(3-amino-4-hydroxyphenyl)-5-trifluoromethylpyridine), C([O-])([O-])=O.[K+].[K+] (potassium carbonate). The product is ClC1(CN=CC(=C1)C(F)(F)F)C1=CC(=C(C=C1)O)NC(CCl)=O (3-Chloro-3-[3-(2-chloroacetylamino)-4-hydroxyphenyl]-5-trifluoromethylpyridine).